This data is from the Open Reaction Database (ORD), a public repository of structured organic reaction records. The task is: describe an organic reaction: reactants, conditions, products, and yield The reactants are [BH4-].[Na+] (sodium borohydride), ClC1=C(C(C2=CC=CC=C2C1=O)=O)OC1=CC=C(C=C1)[N+](=O)[O-] (3-chloro-2-(4-nitrophenoxy)-1,4-naphthoquinone), Cl (hydrochloric acid). The solvent is CO (methanol). Yields the product ClC=1C(=C(C2=CC=CC=C2C1O)O)OC1=CC=C(C=C1)[N+](=O)[O-] (3-chloro-1,4-dihydroxy-2-(4-nitrophenoxy)naphthalene). Yield: 81.3%. As a reaction SMILES: [BH4-].[Na+].[Cl:3][C:4]1[C:13](=[O:14])[C:12]2[C:7](=[CH:8][CH:9]=[CH:10][CH:11]=2)[C:6](=[O:15])[C:5]=1[O:16][C:17]1[CH:22]=[CH:21][C:20]([N+:23]([O-:25])=[O:24])=[CH:19][CH:18]=1.Cl>CO>[Cl:3][C:4]1[C:5]([O:16][C:17]2[CH:22]=[CH:21][C:20]([N+:23]([O-:25])=[O:24])=[CH:19][CH:18]=2)=[C:6]([OH:15])[C:7]2[C:12]([C:13]=1[OH:14])=[CH:11][CH:10]=[CH:9][CH:8]=2 |f:0.1|. Reported procedure: 1 g of sodium borohydride was added, whilst ice-cooling, to a solution of 11 g of 3-chloro-2-(4-nitrophenoxy)-1,4-naphthoquinone (prepared as described in Preparation 17) in 150 ml of methanol, and the mixture was stirred, whilst ice-cooling, for 30 minutes. The mixture was then poured into a mixture of ice and 15 ml of 2N aqueous hydrochloric acid to give a precipitate, which was collected by filtration, washed with water and dried under reduced pressure in the presence of phosphorus pentoxide,... Reactants: CC1C(C(NC1)=S)C(=O)OCC (ethyl 4-methyl-2-thioxopyrrolidine-3-carboxylate). Reagents/catalysts: CC([O-])C.CC([O-])C.CC([O-])C.CC([O-])C.[Ti+4] (titanium tetraisopropoxide). The solvent is C(CC)(=O)OC (methyl propionate). Yields the product CC1C(C(NC1)=S)C(=O)OC (Methyl 4-Methyl-2-thioxopyrrolidine-3-carboxylate). Isolated yield 52.8%. As a reaction SMILES: [CH3:1][CH:2]1[CH2:6][NH:5][C:4](=[S:7])[CH:3]1[C:8]([O:10][CH2:11]C)=[O:9]>CC(C)[O-].CC(C)[O-].CC(C)[O-].CC(C)[O-].[Ti+4].C(OC)(=O)CC>[CH3:1][CH:2]1[CH2:6][NH:5][C:4](=[S:7])[CH:3]1[C:8]([O:10][CH3:11])=[O:9] |f:1.2.3.4.5|. Procedure: To 4.5 g of ethyl 4-methyl-2-thioxopyrrolidine-3-carboxylate, were added 200 ml of methyl propionate and 7.0 ml of titanium tetraisopropoxide. The resulting mixture was heated under reflux for 3 days. After distilling off the excessive methyl propionate under reduced pressure, water and chloroform were added to the residue and insoluble matters were filtered off. The chloroform layer was washed with water and a saturated aqueous solution of sodium chloride and dried over anhydrous sodium sulfate... Yields the product Cc1cc(-c2ccc(C(F)(F)F)cc2)sc1COc1ccc(C(CC(=O)N2C(=O)OCC2Cc2ccccc2)c2ccon2)cc1. Starting materials: O=C([O-])[O-], O=C(CC(c1ccc(O)cc1)c1ccon1)N1C(=O)OCC1Cc1ccccc1, CCOC(C)=O, Cc1cc(-c2ccc(C(F)(F)F)cc2)sc1CCl, [Cs+], [Cs+], CN(C)C=O. Reaction SMILES: [C:48](=[O:49])([O-:50])[O-:51].[CH2:19]([c:20]1[cH:21][cH:22][cH:23][cH:24][cH:25]1)[CH:26]1[N:27]([C:32]([CH2:33][CH:34]([c:35]2[n:36][o:37][cH:38][cH:39]2)[c:40]2[cH:41][cH:42][c:43]([OH:46])[cH:44][cH:45]2)=[O:47])[C:28](=[O:31])[O:29][CH2:30]1.[CH3:59][CH2:60][O:61][C:62]([CH3:63])=[O:64].[Cl:1][CH2:2][c:3]1[s:4][c:5](-[c:9]2[cH:10][cH:11][c:12]([C:15]([F:16])([F:17])[F:18])[cH:13][cH:14]2)[cH:6][c:7]1[CH3:8].[Cs+:52].[Cs+:53].[O:54]=[CH:55][N:56]([CH3:57])[CH3:58]>>[CH2:2]([c:3]1[s:4][c:5](-[c:9]2[cH:10][cH:11][c:12]([C:15]([F:16])([F:17])[F:18])[cH:13][cH:14]2)[cH:6][c:7]1[CH3:8])[O:46][c:43]1[cH:42][cH:41][c:40]([CH:34]([CH2:33][C:32]([N:27]2[CH:26]([CH2:19][c:20]3[cH:21][cH:22][cH:23][cH:24][cH:25]3)[CH2:30][O:29][C:28]2=[O:31])=[O:47])[c:35]2[n:36][o:37][cH:38][cH:39]2)[cH:45][cH:44]1. Starting materials: C1OC=2C=C(CCN)C=CC2O1 (3,4-methylenedioxyphenethylamine), ClC=1C2=C(N=C(N1)C1=NC=CC=C1)SC(=C2)C (4-chloro-2-(pyridin-2-yl)-6-methyl-thieno-[2,3-d]-pyrimidine). The product is N1=C(C=CC=C1)C=1N=C(C2=C(N1)SC(=C2)C)NCCC2=CC1=C(C=C2)OCO1 (2-(pyridin-2-yl)-4-(3,4-methylenedioxyphenethylamino)-6-methyl-thieno-[2,3-d]-pyrimidine). As a reaction SMILES: [CH2:1]1[O:12][C:11]2[CH:10]=[CH:9][C:5]([CH2:6][CH2:7][NH2:8])=[CH:4][C:3]=2[O:2]1.Cl[C:14]1[C:15]2[CH:28]=[C:27]([CH3:29])[S:26][C:16]=2[N:17]=[C:18]([C:20]2[CH:25]=[CH:24][CH:23]=[CH:22][N:21]=2)[N:19]=1>>[N:21]1[CH:22]=[CH:23][CH:24]=[CH:25][C:20]=1[C:18]1[N:19]=[C:14]([NH:8][CH2:7][CH2:6][C:5]2[CH:9]=[CH:10][C:11]3[O:12][CH2:1][O:2][C:3]=3[CH:4]=2)[C:15]2[CH:28]=[C:27]([CH3:29])[S:26][C:16]=2[N:17]=1. Procedure details: With the procedure of Example 1, the reaction of 3,4-methylenedioxyphenethylamine with 4-chloro-2-(pyridin-2-yl)-6-methyl-thieno-[2,3-d]-pyrimidine yields 2-(pyridin-2-yl)-4-(3,4-methylenedioxyphenethylamino)-6-methyl-thieno-[2,3-d]-pyrimidine. Starting materials: CC(=O)O, O=N[O-], [Na+], [Na+], O=C([O-])O, COC(=O)Cc1ccccn1. Yields the product COC(=O)C(=NO)c1ccccn1. As a reaction SMILES: [CH3:21][C:22](=[O:23])[OH:24].[N:12](=[O:13])[O-:14].[Na+:15].[Na+:16].[OH:17][C:18](=[O:19])[O-:20].[n:1]1[c:2]([CH2:7][C:8](=[O:9])[O:10][CH3:11])[cH:3][cH:4][cH:5][cH:6]1>>[n:1]1[c:2]([C:7]([C:8](=[O:9])[O:10][CH3:11])=[N:12][OH:13])[cH:3][cH:4][cH:5][cH:6]1. Starting materials: C(C)(C)OCCC=CCS (5-isopropoxy-2-penten-1-thiol), [OH-].[Na+] (sodium hydroxide), ClC1=CC=C(CCl)C=C1 (p-chloro-benzylchloride). The solvent is C(C)O (ethanol), C(C)O (ethanol). Yields the product C(C)(C)OCCC=CCSCC1=CC=C(C=C1)Cl (4-[(5-isopropoxy-2-pentenylthio)-methyl]-chlorobenzol). Reaction SMILES: [CH:1]([O:4][CH2:5][CH2:6][CH:7]=[CH:8][CH2:9][SH:10])([CH3:3])[CH3:2].[OH-].[Na+].[Cl:13][C:14]1[CH:21]=[CH:20][C:17]([CH2:18]Cl)=[CH:16][CH:15]=1>C(O)C>[CH:1]([O:4][CH2:5][CH2:6][CH:7]=[CH:8][CH2:9][S:10][CH2:18][C:17]1[CH:20]=[CH:21][C:14]([Cl:13])=[CH:15][CH:16]=1)([CH3:3])[CH3:2] |f:1.2|. Procedure details: A solution of 8.0 g (0.05 mol) of 5-isopropoxy-2-penten-1-thiol and 2 g (0.05 mol) of sodium hydroxide in 30 cc of ethanol are added dropwise at 50° during the course of 45 minutes to a solution of 8.05 g (0.05 mol) of p-chloro-benzylchloride in 25 cc of ethanol, the temperature not exceeding 55°. After the addition is complete the mixture is heated to 60° during 10 minutes. The reaction mixture is filtered, the ethanol is distilled off and the residue is chromatographed on silica gel with chlor... Starting materials: FC1=CC=C(C=C1)S(=O)(=O)N(C1CCC=2N(C3=CC=CC=C3C2)C1)C ((+/−) 4-Fluoro-N-methyl-N-(6,7,8,9-tetrahydropyrido[1,2-α]indol-7-yl)benzene-sulfonamide), C(C(=O)Cl)(=O)Cl (oxalyl chloride), C(=O)(O)[O-].[Na+] (NaHCO3), CO (MeOH). Solvent: C(Cl)Cl (CH2Cl2). Reaction conditions: temperature 0 celsius, time 1 hour. Product: COC(C(=O)C1=C2N(C3=CC=CC=C13)CC(CC2)N(C)S(=O)(=O)C2=CC=C(C=C2)F)=O ((+/−) Methyl{7-[[(4-fluorophenyl)sulfonyl](methyl)amino]-6,7,8,9-tetrahydro-pyrido[1,2-α]indol-10-yl}(oxo)acetate). The yield is 100.0%. RXN SMILES: [F:1][C:2]1[CH:7]=[CH:6][C:5]([S:8]([N:11]([CH3:25])[CH:12]2[CH2:24][N:16]3[C:17]4[C:22]([CH:23]=[C:15]3[CH2:14][CH2:13]2)=[CH:21][CH:20]=[CH:19][CH:18]=4)(=[O:10])=[O:9])=[CH:4][CH:3]=1.[C:26](Cl)(=[O:30])[C:27](Cl)=[O:28].[CH3:32][OH:33].C([O-])(O)=O.[Na+]>C(Cl)Cl>[CH3:32][O:33][C:26](=[O:30])[C:27]([C:23]1[C:22]2[C:17](=[CH:18][CH:19]=[CH:20][CH:21]=2)[N:16]2[CH2:24][CH:12]([N:11]([S:8]([C:5]3[CH:6]=[CH:7][C:2]([F:1])=[CH:3][CH:4]=3)(=[O:9])=[O:10])[CH3:25])[CH2:13][CH2:14][C:15]=12)=[O:28] |f:3.4|. Procedure: To a 0° C. solution of (+/−) 4-fluoro-N-methyl-N-(6,7,8,9-tetrahydropyrido [1,2-α]indol-7-yl)benzenesulfonamide from Step 11 in CH2Cl2 (0.1 M) was added oxalyl chloride (2 equiv.) and the mixture was stirred for 1 h at 0° C. MeOH (20 equiv.) was added, the resulting mixture was stirred at rt for 1 h, and then poured into aqueous NaHCO3 and extracted with CH2Cl2 (2×). The combined organic layers were washed with brine, dried with MgSO4 and concentrated under vacuum to afford the crude title compo... As a reaction SMILES: [Br-:1].[CH2:2]([CH3:3])[Mg+:4].[CH3:28][CH2:29][O:30][CH2:31][CH3:32].[CH3:5][O:6][N:7]([CH3:8])[C:9]([CH:10]([CH2:11][c:12]1[cH:13][cH:14][n:15][cH:16][cH:17]1)[NH:18][C:19]([O:20][C:21]([CH3:22])([CH3:23])[CH3:24])=[O:25])=[O:26].[O:33]1[CH2:34][CH2:35][CH2:36][CH2:37]1.[OH2:27]>>[CH2:2]([CH3:3])[C:9]([CH:10]([CH2:11][c:12]1[cH:13][cH:14][n:15][cH:16][cH:17]1)[NH:18][C:19]([O:20][C:21]([CH3:22])([CH3:23])[CH3:24])=[O:25])=[O:26]. The product is CCC(=O)C(Cc1ccncc1)NC(=O)OC(C)(C)C. The reactants are [Br-], CC[Mg+], CCOCC, CON(C)C(=O)C(Cc1ccncc1)NC(=O)OC(C)(C)C, C1CCOC1, O. Starting materials: BrCC(=O)OCC (ethyl bromoacetate), OC1=CC(=NN1C)C(F)(F)F (5-hydroxy-1-methyl-3-trifluoromethylpyrazole), C([O-])([O-])=O.[K+].[K+] (potassium carbonate), C([O-])([O-])=O.[K+].[K+] (potassium carbonate), C=O (paraformaldehyde). The solvent is O (water), C(C)(=O)OCC (ethyl acetate), CN(C)C=O (DMF). The product is C(C)OC(=O)COC1=C(C(=NN1C)C(F)(F)F)CO (5-ethoxycarbonylmethyloxy-4-hydroxymethyl-1-methyl-3-trifluoromethylpyrazole). The yield is 81.9%. RXN SMILES: [OH:1][C:2]1[N:6]([CH3:7])[N:5]=[C:4]([C:8]([F:11])([F:10])[F:9])[CH:3]=1.[C:12](=O)([O-])[O-:13].[K+].[K+].C=O.Br[CH2:21][C:22]([O:24][CH2:25][CH3:26])=[O:23]>CN(C=O)C.O.C(OCC)(=O)C>[CH2:25]([O:24][C:22]([CH2:21][O:1][C:2]1[N:6]([CH3:7])[N:5]=[C:4]([C:8]([F:11])([F:10])[F:9])[C:3]=1[CH2:12][OH:13])=[O:23])[CH3:26] |f:1.2.3|. Reported procedure: In 100 ml of DMF were suspended 16.6 g (0.10 mole) of the 5-hydroxy-1-methyl-3-trifluoromethylpyrazole synthesized in Reference Example 1 and 20.9 g (0.15 mole) of potassium carbonate. In this suspension being stirred at room temperature was placed 4.5 g (0.15 mole) of paraformaldehyde, followed by stirring at the same temperature for 1 hour. Then, 41.8 g (0.30 mole) of potassium carbonate was added. Thereto was dropwise added 93.4 g (0.20 mole) of ethyl bromoacetate, followed by stirring at roo...